This data is from the Open Reaction Database (ORD), a public repository of structured organic reaction records. The task is: describe an organic reaction: reactants, conditions, products, and yield RXN SMILES: [CH2:38]([N+:39]([CH2:40][CH2:41][CH2:42][CH3:43])([CH2:44][CH2:45][CH2:46][CH3:47])[CH2:48][CH2:49][CH2:50][CH3:51])[CH2:52][CH2:53][CH3:54].[CH2:55]1[O:56][CH2:57][CH2:58][CH2:59]1.[CH3:29][Si:30]([C:31]([F:32])([F:33])[F:34])([CH3:35])[CH3:36].[F-:37].[F:1][c:2]1[cH:3][cH:4][c:5](-[n:8]2[n:9][cH:10][c:11]3[cH:12][c:13]([CH:17]([C:18]([CH:19]=[O:20])([CH3:21])[CH3:22])[c:23]4[cH:24][cH:25][cH:26][cH:27][cH:28]4)[cH:14][cH:15][c:16]23)[cH:6][cH:7]1>>[F:1][c:2]1[cH:3][cH:4][c:5](-[n:8]2[n:9][cH:10][c:11]3[cH:12][c:13]([CH:17]([C:18]([CH:19]([OH:20])[C:31]([F:32])([F:33])[F:34])([CH3:21])[CH3:22])[c:23]4[cH:24][cH:25][cH:26][cH:27][cH:28]4)[cH:14][cH:15][c:16]23)[cH:6][cH:7]1. Product: CC(C)(C(c1ccccc1)c1ccc2c(cnn2-c2ccc(F)cc2)c1)C(O)C(F)(F)F. Starting materials: CCCC[N+](CCCC)(CCCC)CCCC, C1CCOC1, C[Si](C)(C)C(F)(F)F, [F-], CC(C)(C=O)C(c1ccccc1)c1ccc2c(cnn2-c2ccc(F)cc2)c1. Reactants: CSC1=NC(=C(C(N1)=O)CC=1C=NC=CC1)C (2-methylthio-5-(3-pyridylmethyl)-6-methyl-4-pyrimidone), CC1=C(N=CN1)CSCCN (2-(5-methyl-4-imidazolylmethylthio)ethylamine). Solvent: N1=CC=CC=C1 (pyridine). Yields the product CC1=C(N=CN1)CSCCNC1=NC(=C(C(N1)=O)CC=1C=NC=CC1)C (2-[2-(5-methyl-4-imidazolylmethylthio)ethylamino]-5-(3-pyridylmethyl)-6-methyl-4-pyrimidone). As a reaction SMILES: CS[C:3]1[NH:8][C:7](=[O:9])[C:6]([CH2:10][C:11]2[CH:12]=[N:13][CH:14]=[CH:15][CH:16]=2)=[C:5]([CH3:17])[N:4]=1.[CH3:18][C:19]1[NH:23][CH:22]=[N:21][C:20]=1[CH2:24][S:25][CH2:26][CH2:27][NH2:28]>N1C=CC=CC=1>[CH3:18][C:19]1[NH:23][CH:22]=[N:21][C:20]=1[CH2:24][S:25][CH2:26][CH2:27][NH:28][C:3]1[NH:8][C:7](=[O:9])[C:6]([CH2:10][C:11]2[CH:12]=[N:13][CH:14]=[CH:15][CH:16]=2)=[C:5]([CH3:17])[N:4]=1. Procedure details: Treatment of 2-methylthio-5-(3-pyridylmethyl)-6-methyl-4-pyrimidone with 2-(5-methyl-4-imidazolylmethylthio)ethylamine in refluxing pyridine for 25 hours, followed by evaporation of the mixture and chromatographic purification of the residue on silica gel (eluting with chloroform/methanol 5:1) gave 2-[2-(5-methyl-4-imidazolylmethylthio)ethylamino]-5-(3-pyridylmethyl)-6-methyl-4-pyrimidone m.p. 128°-131°. Starting materials: FC=1C=CC(=C(C1)NC1CCCC2=CC(=CC=C12)OC)S(=O)(=O)C (N-(5-Fluoro-2-(methylsulfonyl)phenyl)-1,2,3,4-tetrahydro-6-methoxynaphthalen-1-amine), N1CCNCC1 (piperazine), C(C)(C)N(C(C)C)CC (N,N-diisopropylethylamine), COC=1C=C2CCCC(C2=CC1)N (1,2,3,4-tetrahydro-6-methoxynaphthalen-1-amine), FC1=C(C=CC(=C1)F)S(=O)(=O)C (2,4-difluoro-1-(methylsulfonyl)benzene), C(C)(C)N(CC)C(C)C (diisopropylethylamine). The solvent is O (water), C(C)#N (acetonitrile), CN(C=O)C (N,N-dimethylformamide). Yields the product COC=1C=C2CCCC(C2=CC1)NC1=C(C=CC(=C1)N1CCNCC1)S(=O)(=O)C (1,2,3,4-Tetrahydro-6-methoxy-N-(2-(methylsulfonyl)-5-(piperazin-1-yl)phenyl)naphthalen-1-amine). Isolated yield 21.0%. As a reaction SMILES: COC1C=C2C(=CC=1)C(N)CCC2.FC1C=C(F)C=CC=1S(C)(=O)=O.C(N(C(C)C)CC)(C)C.F[C:36]1[CH:37]=[CH:38][C:39]([S:55]([CH3:58])(=[O:57])=[O:56])=[C:40]([NH:42][CH:43]2[C:52]3[C:47](=[CH:48][C:49]([O:53][CH3:54])=[CH:50][CH:51]=3)[CH2:46][CH2:45][CH2:44]2)[CH:41]=1.[NH:59]1[CH2:64][CH2:63][NH:62][CH2:61][CH2:60]1>CN(C)C=O.C(#N)C.O>[CH3:54][O:53][C:49]1[CH:48]=[C:47]2[C:52](=[CH:51][CH:50]=1)[CH:43]([NH:42][C:40]1[CH:41]=[C:36]([N:59]3[CH2:64][CH2:63][NH:62][CH2:61][CH2:60]3)[CH:37]=[CH:38][C:39]=1[S:55]([CH3:58])(=[O:57])=[O:56])[CH2:44][CH2:45][CH2:46]2. Procedure: A solution of 1,2,3,4-tetrahydro-6-methoxynaphthalen-1-amine (1.0 mmol), 2,4-difluoro-1-(methylsulfonyl)benzene (1.0 mmol) and diisopropylethylamine (4.0 mmol) in N,N-dimethylformamide (2 mL) was stirred at 110° C. for 16 h. The reaction was cooled to room temperature, poured over water and extracted with diethyl ether. The solvent was concentrated in vacuo and the residue was used without further purification for the following reaction. N-(5-Fluoro-2-(methylsulfonyl)phenyl)-1,2,3,4-tetrahydro-6... Starting materials: CC(C)CC(CBr)N=C=O, COCCOC, N, O. The product is CC(C)CC1COC(N)=N1. As a reaction SMILES: [Br:1][CH2:2][CH:3]([CH2:4][CH:5]([CH3:6])[CH3:7])[N:8]=[C:9]=[O:10].[CH3:13][O:14][CH2:15][CH2:16][O:17][CH3:18].[NH3:11].[OH2:12]>>[CH2:2]1[CH:3]([CH2:4][CH:5]([CH3:6])[CH3:7])[N:8]=[C:9]([NH2:11])[O:10]1. The reactants are COC(C1=CC=C(C=C1)SCCl)=O (methyl4-(chloromethylthio)benzoate), [Na] (sodium), IC=1C=NC(NC1)=O (5-iodopyrimidin-2-one), ClCSC1=CC=C(C(=O)OC)C=C1 (methyl 4-(chloromethylthio)benzoate), SC1=CC=C(C(=O)OC)C=C1 (methyl 4-mercaptobenzoate), final mixture. Run in CN(C)C=O (DMF), CN(C)C=O (DMF). The product is COC(=O)C1=CC=C(C=C1)SCN1C(N=CC(=C1)I)=O (1-(4-Methyloxycarbonylphenylthio)methyl-5-iodopyrimidin-2-one). Isolated yield 92.0%. Reaction SMILES: [CH3:1][O:2][C:3](=[O:13])[C:4]1[CH:9]=[CH:8][C:7]([S:10][CH2:11]Cl)=[CH:6][CH:5]=1.SC1C=CC(C(OC)=O)=CC=1.[Na].[I:26][C:27]1[CH:28]=[N:29][C:30](=[O:33])[NH:31][CH:32]=1>CN(C=O)C>[CH3:1][O:2][C:3]([C:4]1[CH:9]=[CH:8][C:7]([S:10][CH2:11][N:31]2[CH:32]=[C:27]([I:26])[CH:28]=[N:29][C:30]2=[O:33])=[CH:6][CH:5]=1)=[O:13] |^1:24|. Reported procedure: A solution of methyl4-(chloromethylthio)benzoate [The methyl 4-(chloromethylthio)benzoate reagent was made in the conventional manner as previously described for its analogues in Preparations 1 and 4 by chloromethylation of methyl 4-mercaptobenzoate; yield 92%] (8.2 mmol) in DMF (10 ml) was added dropwise to a stirred suspension of the sodium salt of 5-iodopyrimidin-2-one (8.2 mmol) in DMF (50 ml) and the final mixture heated at 60° C. for 3h. The solvent was then distilled off, the residue trit... The product is [Br-].C(C1=CC=CC=C1)[N+]1=C(C=CC=C1)CNO (1-benzyl-2-hydroxyaminomethyl-pyridinium bromide). Yield: 91.0%. Reactants: C(C1=CC=CC=C1)Br (benzyl bromide), ON=CC1=NC=CC=C1 (2-hydroxyiminomethyl-pyridine). As a reaction SMILES: [CH2:1]([Br:8])[C:2]1[CH:7]=[CH:6][CH:5]=[CH:4][CH:3]=1.[OH:9][N:10]=[CH:11][C:12]1[CH:17]=[CH:16][CH:15]=[CH:14][N:13]=1>CN(C)C=O>[Br-:8].[CH2:1]([N+:13]1[CH:14]=[CH:15][CH:16]=[CH:17][C:12]=1[CH2:11][NH:10][OH:9])[C:2]1[CH:7]=[CH:6][CH:5]=[CH:4][CH:3]=1 |f:3.4|. Run at time 7 day. Procedure details: A mixture of 25.7 grams (115 mmoles) benzyl bromide and 16.7 grams (137 mmoles) 2-hydroxyiminomethyl-pyridine in dimethyl formamide (70 ml) was stored 7 days at room temperature. The precipitate was filtered off and washed with ethanol and ether. Recrystallization from 96% ethanol yielded 30.9 gram (77%) of the compound 1 in the form of white crystals. (a) In case (hetero)arylmethyl chlorides were used instead of bromides or iodides the reaction mixture was heated at 60°-90° C. for 3 to 4 hours.... The solvent is CN(C=O)C (dimethyl formamide). Reactants: CCCCCCCCC(C)O, CS(=O)(=O)Cl, CCN(C(C)C)C(C)C, ClCCl, Cl. Yields the product CCCCCCCCC(C)OS(C)(=O)=O. Reaction SMILES: [CH3:1][CH:2]([CH2:3][CH2:4][CH2:5][CH2:6][CH2:7][CH2:8][CH2:9][CH3:10])[OH:11].[CH3:21][S:22]([Cl:23])(=[O:24])=[O:25].[CH:12]([N:13]([CH:14]([CH3:15])[CH3:16])[CH2:17][CH3:18])([CH3:19])[CH3:20].[Cl:27][CH2:28][Cl:29].[ClH:26]>>[CH3:1][CH:2]([CH2:3][CH2:4][CH2:5][CH2:6][CH2:7][CH2:8][CH2:9][CH3:10])[O:11][S:22]([CH3:21])(=[O:24])=[O:25].